From a dataset of the Open Reaction Database (ORD), a public repository of structured organic reaction records. describe an organic reaction: reactants, conditions, products, and yield Reactants: ClC1=C(C(=O)OC(C)(C)C)C=CC(=C1C(O)C1=NC=CC=C1)Cl (tert-butyl 2,4-dichloro-3-((2-pyridyl)(hydroxymethyl))benzoate), C1(=CC=C(C=C1)S(=O)(=O)O)C (p-toluenesulfonic acid). The solvent is C1(=CC=CC=C1)C (toluene), O (water). Yields the product ClC1=C(C(=O)O)C=CC(=C1C(O)C1=NC=CC=C1)Cl (2,4-Dichloro-3-((2-pyridyl)(hydroxymethyl))benzoic acid). As a reaction SMILES: [Cl:1][C:2]1[C:14]([CH:15]([C:17]2[CH:22]=[CH:21][CH:20]=[CH:19][N:18]=2)[OH:16])=[C:13]([Cl:23])[CH:12]=[CH:11][C:3]=1[C:4]([O:6]C(C)(C)C)=[O:5].C1(C)C=CC(S(O)(=O)=O)=CC=1>C1(C)C=CC=CC=1.O>[Cl:1][C:2]1[C:14]([CH:15]([C:17]2[CH:22]=[CH:21][CH:20]=[CH:19][N:18]=2)[OH:16])=[C:13]([Cl:23])[CH:12]=[CH:11][C:3]=1[C:4]([OH:6])=[O:5]. Reported procedure: 3.5 g (9.9 mmol) of tert-butyl 2,4-dichloro-3-((2-pyridyl)(hydroxymethyl))benzoate in 120 ml of toluene and 60 ml of water together with 1.9 g of p-toluenesulfonic acid are heated under reflux for 9 h. After cooling, the organic phase is separated off and the aqueous phase is admixed with a solution of 23.8 g of sodium dihydrogen phosphate in 280 ml of water and extracted with ethyl acetate. The combined organic phases are dried over sodium sulfate, filtered and freed from the solvent under redu... Reactants: Cl.Cl[C@@H]1[C@H](C[C@@H]2CC[C@H]3[C@@H]4C[C@@H](C([C@@]4(C)CC[C@@H]3[C@]2(C1)C)=O)N1CCCCC1)O (2β-chloro-3α-hydroxy-17-oxo-16β-piperidino-5α-androstane-hydrochloride), [BH4-].[Na+] (sodium borohydride), [OH-].[Na+] (sodium hydroxide). The solvent is C(Cl)Cl (methylene chloride), CO (methanol). Run at time 5 hour. Yields the product Cl[C@@H]1[C@H](C[C@@H]2CC[C@H]3[C@@H]4C[C@@H]([C@@H]([C@@]4(C)CC[C@@H]3[C@]2(C1)C)O)N1CCCCC1)O (2β-chloro-3α,17β-dihydroxy-16β-piperidino-5α-androstane). RXN SMILES: Cl.[Cl:2][C@H:3]1[CH2:20][C@@:19]2([CH3:21])[C@@H:6]([CH2:7][CH2:8][C@@H:9]3[C@@H:18]2[CH2:17][CH2:16][C@@:14]2([CH3:15])[C@H:10]3[CH2:11][C@H:12]([N:23]3[CH2:28][CH2:27][CH2:26][CH2:25][CH2:24]3)[C:13]2=[O:22])[CH2:5][C@@H:4]1[OH:29].[OH-].[Na+].[BH4-].[Na+]>C(Cl)Cl.CO>[Cl:2][C@H:3]1[CH2:20][C@@:19]2([CH3:21])[C@@H:6]([CH2:7][CH2:8][C@@H:9]3[C@@H:18]2[CH2:17][CH2:16][C@@:14]2([CH3:15])[C@H:10]3[CH2:11][C@H:12]([N:23]3[CH2:28][CH2:27][CH2:26][CH2:25][CH2:24]3)[C@@H:13]2[OH:22])[CH2:5][C@@H:4]1[OH:29] |f:0.1,2.3,4.5|. Reported procedure: 25 g (0.056 mole) of 2β-chloro-3α-hydroxy-17-oxo-16β-piperidino-5α-androstane-hydrochloride (Example 14) are dissolved in the mixture of 52 ml of methylene chloride and 125 ml of methanol. Under vigorous stirring 2.75 g (0.069 mole) of pulverized sodium hydroxide are added at a temperature of 15°-20° C. 12.5 g (0.33 mole) of sodium borohydride are also added to the solution. The product precipitated immediately. The crystalline solution is stirred for 5 hours, whereafter the product is filtered ... Reactants: S(=O)(=O)(Cl)Cl (sulfuryl chloride), C=1SC=C2NC3=C(NC(C21)=O)C=CC=C3 (9,10-dihydro-4H-thieno[3,4-b][1,5]benzodiazepin-10-one). The solvent is C(Cl)Cl (methylene chloride), C(Cl)Cl (methylene chloride). Product: ClC=1SC=C2C1NC1=C(NC2=O)C=CC=C1 (3-Chloro-9,10-dihydro-4H-thieno[3,4-b][1,5]benzodiazepin-10-one). As a reaction SMILES: S(Cl)([Cl:4])(=O)=O.[CH:6]1[S:7][CH:8]=[C:9]2[C:15]=1[C:14](=[O:16])[NH:13][C:12]1[CH:17]=[CH:18][CH:19]=[CH:20][C:11]=1[NH:10]2>C(Cl)Cl>[Cl:4][C:8]1[S:7][CH:6]=[C:15]2[C:14](=[O:16])[NH:13][C:12]3[CH:17]=[CH:18][CH:19]=[CH:20][C:11]=3[NH:10][C:9]=12. Procedure: 13.5 g of sulfuryl chloride in 100 ml of methylene chloride are added dropwise to a solution of 21.6 g of 9,10-dihydro-4H-thieno[3,4-b][1,5]benzodiazepin-10-one in 300 ml of methylene chloride at -40° C. The mixture is left to stand at room temperature for a further hour and is then extracted by shaking it with sodium bicarbonate solution and washing it with water; the organic phase is dried and concentrated. The residue is made to crystallize with a little methanol. 3-Chloro-9,10-dihydro-4H-thi... Reactants: [Si](C)(C)(C(C)(C)C)OC[C@H](C)N1C(O[C@H](C1)COC1=CC(=CC=C1)Cl)=O (3-[2-t-butyldimethylsilyloxy-1(S)-methylethyl]-5(R)-(3-chlorophenoxymethyl)oxazolidin-2-one), [F-].C(CCC)[N+](CCCC)(CCCC)CCCC (tetrabutylammonium fluoride). The solvent is O1CCCC1 (tetrahydrofuran). Yields the product ClC=1C=C(OC[C@H]2CN(C(O2)=O)[C@H](CO)C)C=CC1 (2(S)-[5(R)-(3-Chlorophenoxymethyl)-2-oxooxazolidin -3-yl]propanol). Isolated yield 93.3%. Reaction SMILES: [Si]([O:8][CH2:9][C@@H:10]([N:12]1[CH2:16][C@H:15]([CH2:17][O:18][C:19]2[CH:24]=[CH:23][CH:22]=[C:21]([Cl:25])[CH:20]=2)[O:14][C:13]1=[O:26])[CH3:11])(C(C)(C)C)(C)C.[F-].C([N+](CCCC)(CCCC)CCCC)CCC>O1CCCC1>[Cl:25][C:21]1[CH:20]=[C:19]([CH:24]=[CH:23][CH:22]=1)[O:18][CH2:17][C@@H:15]1[O:14][C:13](=[O:26])[N:12]([C@@H:10]([CH3:11])[CH2:9][OH:8])[CH2:16]1 |f:1.2|. Reported procedure: A procedure similar to that described in Preparation 5 was repeated, except that 0.78 g of 3-[2-t-butyldimethylsilyloxy-1(S)-methylethyl]-5(R)-(3-chlorophenoxymethyl)oxazolidin-2-one (prepared as described in Preparation 35), 5.85 ml of tetrabutylammonium fluoride (26% w/v in tetrahydrofuran) and 10 ml of anhydrous tetrahydrofuran were used, to give 0.52 g of the title compound, melting at 92° C. to 94° C. and having [α]D =-47.8° (methanol, c=0.980). Reactants: COC(COC1=C2C(=C(N(C2=CC=C1)CC1=C(C=CC=C1)C1=CC=CC=C1)CC)C(C(=O)N)=O)=O ([[3-(2-amino-1,2-dioxoethyl)-1-([1,1'-biphenyl]-2-ylmethyl)-2-ethyl-1H-indol-4-yl]oxy]acetic acid methyl ester). Run in [OH-].[Na+] (NaOH), CO (MeOH). Yields the product NC(C(=O)C1=C(N(C2=CC=CC(=C12)OCC(=O)O)CC1=C(C=CC=C1)C1=CC=CC=C1)CC)=O ([[3-(2-amino-1,2-dioxoethyl)-1-([1,1'-biphenyl]-2-ylmethyl)-2-ethyl-1H-indol-4-yl]oxy]acetic acid). Yield: 59.3%. Reaction SMILES: C[O:2][C:3](=[O:35])[CH2:4][O:5][C:6]1[CH:14]=[CH:13][CH:12]=[C:11]2[C:7]=1[C:8]([C:30](=[O:34])[C:31]([NH2:33])=[O:32])=[C:9]([CH2:28][CH3:29])[N:10]2[CH2:15][C:16]1[CH:21]=[CH:20][CH:19]=[CH:18][C:17]=1[C:22]1[CH:27]=[CH:26][CH:25]=[CH:24][CH:23]=1>[OH-].[Na+].CO>[NH2:33][C:31](=[O:32])[C:30]([C:8]1[C:7]2[C:11](=[CH:12][CH:13]=[CH:14][C:6]=2[O:5][CH2:4][C:3]([OH:35])=[O:2])[N:10]([CH2:15][C:16]2[CH:21]=[CH:20][CH:19]=[CH:18][C:17]=2[C:22]2[CH:23]=[CH:24][CH:25]=[CH:26][CH:27]=2)[C:9]=1[CH2:28][CH3:29])=[O:34] |f:1.2|. Procedure details: A mixture of 600 mg (1.3 mmol) of [[3-(2-amino-1,2-dioxoethyl)-1-([1,1'-biphenyl]-2-ylmethyl)-2-ethyl-1H-indol-4-yl]oxy]acetic acid methyl ester in 8 mL of 1N NaOH and 20 mL of MeOH was heated to maintain reflux for 0.67 hours, concentrated at reduced pressure and the residue taken up in EtOAc/water. The aqueous layer was separated, made acidic with 1N HCl and extracted with EtOAc. The EtOAc solution was dried (MgSO4) and evaporated and the residue crystallized from MeOH to give 352 mg (59% yiel... The reactants are C(C)(=O)O[C@H]1[C@@H](O[C@@H]([C@H]1OC(C)=O)COC(C)=O)N1C=NC=2C(N[C@@H](CSC=3SC4=C(N3)C=C(C=C4)Cl)C)=NC(=NC12)Cl (2',3',5'-tri-O-acetyl-2-chloro-N-[(R)-1-(5-chloro-2-benzothiazolyl)thio-2-propyl]adenosine), Cl.N[C@@H](CSC=1SC2=C(N1)C=C(C=C2)Cl)C (2-[(R)-2-amino-1-propylthio]-5-chlorobenzothiazole hydrochloride), C(C)(=O)O[C@H]1[C@@H](O[C@@H]([C@H]1OC(C)=O)COC(C)=O)N1C2=NC(=NC(=C2N=C1)Cl)Cl (9-(2,3,5-tri-O-acetyl-β-D-ribofuranosyl)-2,6-dichloro-9H-purine), 2-[(R)-N-tert-butyloxycarbonyl]amino-1-propanol, ClC=1C=CC2=C(N=C(S2)S)C1 (5-chloro-2-mercaptobenzothiazole), C[O-].[Na+] (sodium methoxide). Run in CO (methanol). Product: ClC=1C=CC2=C(N=C(S2)SC[C@@H](C)NC=2C=3N=CN([C@H]4[C@H](O)[C@H](O)[C@@H](CO)O4)C3N=C(N2)Cl)C1 (N-[(R)-1-(5-chloro-2-benzothiazolyl)thio-2-propyl]2-chloroadenosine). Isolated yield 46.0%. As a reaction SMILES: Cl.N[C@H](C)CSC1SC2C=CC(Cl)=CC=2N=1.ClC1C=CC2SC(S)=NC=2C=1.C(O[C@@H]1[C@H](OC(=O)C)[C@@H](COC(=O)C)O[C@H]1N1C=NC2C1=NC(Cl)=NC=2Cl)(=O)C.C([O:60][C@@H:61]1[C@H:65]([O:66]C(=O)C)[C@@H:64]([CH2:70][O:71]C(=O)C)[O:63][C@H:62]1[N:75]1[C:98]2[N:97]=[C:96]([Cl:99])[N:95]=[C:79]([NH:80][C@H:81]([CH3:94])[CH2:82][S:83][C:84]3[S:85][C:86]4[CH:92]=[CH:91][C:90]([Cl:93])=[CH:89][C:87]=4[N:88]=3)[C:78]=2[N:77]=[CH:76]1)(=O)C.C[O-].[Na+]>CO>[Cl:93][C:90]1[CH:91]=[CH:92][C:86]2[S:85][C:84]([S:83][CH2:82][C@H:81]([NH:80][C:79]3[C:78]4[N:77]=[CH:76][N:75]([C:98]=4[N:97]=[C:96]([Cl:99])[N:95]=3)[C@@H:62]3[O:63][C@H:64]([CH2:70][OH:71])[C@@H:65]([OH:66])[C@H:61]3[OH:60])[CH3:94])=[N:88][C:87]=2[CH:89]=1 |f:0.1,5.6|. Procedure: The title compound was prepared according to general method A as described above in Example 1 by reacting 2-[(R)-2-amino-1-propylthio]-5-chlorobenzothiazole hydrochloride [prepared by a Mitsunobu reaction as described in Example 1]with 2-[(R)-N-tert-butyloxycarbonyl]amino-1-propanol (1.75 g, 10 mmol) and 5-chloro-2-mercaptobenzothiazole (2.02 g, 10 mmol) followed by acidic hydrolysis] (0.5 g, 1.5 mmol) with 9-(2,3,5-tri-O-acetyl-β-D-ribofuranosyl)-2,6-dichloro-9H-purine (0.54 g, 1.2 mmol), follo... Reactants: ClC1=NC=C(C(=N1)Cl)[N+](=O)[O-] (2,4-dichloro-5-nitro-pyrimidine), C([O-])(O)=O.[Na+] (sodium bicarbonate), C(C)OC(C(CNCCC1=CC=CC=C1)(F)F)=O (2,2-difluoro-3-phenethylamino-propionic acid ethyl ester). Solvent: C(C)(=O)OCC (ethyl acetate), C(C)(=O)OCC (ethyl acetate). Run at time 17 hour. Product: C(C)OC(C(CN(CCC1=CC=CC=C1)C1=NC(=NC=C1[N+](=O)[O-])Cl)(F)F)=O (3-[(2-chloro-5-nitro-pyrimidin-4-yl)-phenethyl-amino]-2,2-difluoro-propionic acid ethyl ester). The yield is 135.9%. RXN SMILES: [CH2:1]([O:3][C:4](=[O:18])[C:5]([F:17])([F:16])[CH2:6][NH:7][CH2:8][CH2:9][C:10]1[CH:15]=[CH:14][CH:13]=[CH:12][CH:11]=1)[CH3:2].[Cl:19][C:20]1[N:25]=[C:24](Cl)[C:23]([N+:27]([O-:29])=[O:28])=[CH:22][N:21]=1.C(=O)(O)[O-].[Na+]>C(OCC)(=O)C>[CH2:1]([O:3][C:4](=[O:18])[C:5]([F:17])([F:16])[CH2:6][N:7]([C:22]1[C:23]([N+:27]([O-:29])=[O:28])=[CH:24][N:25]=[C:20]([Cl:19])[N:21]=1)[CH2:8][CH2:9][C:10]1[CH:15]=[CH:14][CH:13]=[CH:12][CH:11]=1)[CH3:2] |f:2.3|. Procedure details: A solution of 0.57 g (0.0022 mole) of 2,2-difluoro-3-phenethylamino-propionic acid ethyl ester in 1 mL of ethyl acetate was added over 5 minutes to a cooled (0 degrees) mixture of 0.43 g (0.0022 mole) of 2,4-dichloro-5-nitro-pyrimidine, 0.75 g (0.0088 mole) of sodium bicarbonate and 6 mL of ethyl acetate. The cooling bath was removed and the mixture stirred for 17 hours at room temperature. Activated charcoal was added and after stirring briefly, the mixture was filtered through a pad of Celite,...